From a dataset of the Open Reaction Database (ORD), a public repository of structured organic reaction records. describe an organic reaction: reactants, conditions, products, and yield Reactants: C1(=CC=CC=C1)P(C1=CC=CC=C1)C1=CC=CC=C1 (triphenylphosphine), C1(CCCCCC1)/C=C(/C(=O)O)\C1=CC=C(C=C1)S(=O)(=O)C ((E)-3-cycloheptyl-2-(4-(methanesulfonyl)-phenyl)-acrylic acid), NC=1SC=CN1 (2-aminothiazole), BrN1C(CCC1=O)=O (N-bromosuccinimide). Run in C(Cl)Cl (methylene chloride), C(Cl)Cl (methylene chloride). Reaction conditions: temperature 0 celsius, time 30 minute. Product: hexanes ethyl acetate, C1(CCCCCC1)/C=C(/C(=O)NC=1SC=CN1)\C1=CC=C(C=C1)S(=O)(=O)C ((E)-3-cycloheptyl-2-(4-methanesulfonyl-phenyl)-N-thiazol-2-yl-acrylamide). The yield is 43.3%. As a reaction SMILES: C1(P(C2C=CC=CC=2)C2C=CC=CC=2)C=CC=CC=1.BrN1C(=O)CCC1=O.[CH:28]1(/[CH:35]=[C:36](\[C:40]2[CH:45]=[CH:44][C:43]([S:46]([CH3:49])(=[O:48])=[O:47])=[CH:42][CH:41]=2)/[C:37]([OH:39])=O)[CH2:34][CH2:33][CH2:32][CH2:31][CH2:30][CH2:29]1.[NH2:50][C:51]1[S:52][CH:53]=[CH:54][N:55]=1>C(Cl)Cl>[CH:28]1(/[CH:35]=[C:36](\[C:40]2[CH:45]=[CH:44][C:43]([S:46]([CH3:49])(=[O:48])=[O:47])=[CH:42][CH:41]=2)/[C:37]([NH:50][C:51]2[S:52][CH:53]=[CH:54][N:55]=2)=[O:39])[CH2:29][CH2:30][CH2:31][CH2:32][CH2:33][CH2:34]1. Procedure details: A solution of triphenylphosphine (8.08 g, 30.8 mmol) in methylene chloride (100 mL) was cooled to 0° C. and then treated with N-bromosuccinimide (5.48 g, 30.8 mmol). The reaction mixture was stirred at 0° C. for 30 min and then treated with a solution of (E)-3-cycloheptyl-2-(4-(methanesulfonyl)-phenyl)-acrylic acid (4.97 g, 15.41 mmol) in methylene chloride (20 mL). The clear solution was stirred for 15 min at 0° C. and then allowed to warm to 25° C. where it was stirred for 1.5 h. The reaction ...